Dataset: the Open Reaction Database (ORD), a public repository of structured organic reaction records. Task: describe an organic reaction: reactants, conditions, products, and yield Reactants: COc1ccc(C)cc1 (substrate), Cn2cnc1ccccc12 (effective_coupling_partner). The reagents and catalysts are CDC. Conditions: temperature 90 celsius, time 16 hour. Product: Cc3ccc(c2nc1ccccc1n2C)cc3. Starting materials: m-phenoxybenzyl ester, ClC1=CC=C(C=C1)N[C@@H](C(C)C)C(=O)O (N-(4-chlorophenyl)valine), C(=O)OC(C)=O (acetic formic anhydride), C(C)(=O)O (acetic acid), C(=O)O (formic acid). Run at time 8 hour. Yields the product m-phenoxybenzyl ester, C(=O)N([C@@H](C(C)C)C(=O)O)C1=CC=C(C=C1)Cl (N-formyl,N-(4-chlorophenyl)valine), C(C)(=O)C(=O)N([C@@H](C(C)C)C(=O)O)C1=CC=C(C=C1)Cl (N-acetylformyl,N-(4-chlorophenyl)valine). RXN SMILES: [Cl:1][C:2]1[CH:7]=[CH:6][C:5]([NH:8][C@H:9]([C:13]([OH:15])=[O:14])[CH:10]([CH3:12])[CH3:11])=[CH:4][CH:3]=1.[CH:16]([O:18][C:19](=O)[CH3:20])=[O:17].C(O)(=O)C.[CH:26]([OH:28])=O>>[CH:16]([N:8]([C:5]1[CH:4]=[CH:3][C:2]([Cl:1])=[CH:7][CH:6]=1)[C@H:9]([C:13]([OH:15])=[O:14])[CH:10]([CH3:12])[CH3:11])=[O:17].[C:19]([C:26]([N:8]([C:5]1[CH:4]=[CH:3][C:2]([Cl:1])=[CH:7][CH:6]=1)[C@H:9]([C:13]([OH:15])=[O:14])[CH:10]([CH3:12])[CH3:11])=[O:28])(=[O:18])[CH3:20]. Reported procedure: A mixture of the m-phenoxybenzyl ester of N-(4-chlorophenyl)valine (1.22 mmole), acetic formic anhydride in acetic acid (23.8 mmole, 2.1 g) and formic acid (1.5 ml) is stirred overnight at RT under nitrogen. The reaction product is concentrated and then subjected to prep. TLC eluting with 20% ethylacetate/hexane to yield the m-phenoxybenzyl ester of N-formyl,N-(4-chlorophenyl)valine, MS m/e 437 (M+, 8.1), 182 (100). Reactants: CC(C)(O)CNc1c([N+](=O)[O-])cnc2cc(Br)ccc12, CC#N. Product: CC(C)(O)CNc1c(N)cnc2cc(Br)ccc12. RXN SMILES: [Br:1][c:2]1[cH:3][cH:4][c:5]2[c:6]([NH:15][CH2:16][C:17]([CH3:18])([OH:19])[CH3:20])[c:7]([N+:12]([O-:13])=[O:14])[cH:8][n:9][c:10]2[cH:11]1.[CH3:21][C:22]#[N:23]>>[Br:1][c:2]1[cH:3][cH:4][c:5]2[c:6]([NH:15][CH2:16][C:17]([CH3:18])([OH:19])[CH3:20])[c:7]([NH2:12])[cH:8][n:9][c:10]2[cH:11]1. Reactants: C(C)(C)(C)C=1C=C(N(N1)C1=CC(=C(C=C1)O[Si](C(C)C)(C(C)C)C(C)C)CO)NC(=O)N[C@H]1CC[C@H](C2=CC=CC=C12)OC=1C=CC=2N(C1)C(=NN2)N2[C@H](CCCC2)C (1-[5-tert-Butyl-2-(3-hydroxymethyl-4-triisopropylsilanyloxy-phenyl)-2H-pyrazol-3-yl]-3-{(1S,4R)-4-[3-((S)-2-methyl-piperidin-1-yl)-[1,2,4]triazolo[4,3-a]pyridin-6-yloxy]-1,2,3,4-tetrahydro-naphthalen-1-yl}-urea), CCN(C(C)C)C(C)C (DIPEA), CCN(C(C)C)C(C)C (DIPEA), CS(=O)(=O)Cl (methanesulfonyl chloride), CS(=O)(=O)Cl (methanesulfonyl chloride), C([O-])(O)=O.[Na+] (sodium bicarbonate). Product: C(C)(C)(C)C=1C=C(N(N1)C1=CC(=C(C=C1)O[Si](C(C)C)(C(C)C)C(C)C)CCl)NC(=O)N[C@H]1CC[C@H](C2=CC=CC=C12)OC=1C=CC=2N(C1)C(=NN2)N2[C@H](CCCC2)C (1-[5-tert-Butyl-2-(3-chloromethyl-4-triisopropylsilanyloxy-phenyl)-2H-pyrazol-3-yl]-3-{(1S,4R)-4-[3-((S)-2-methyl-piperidin-1-yl)-[1,2,4]triazolo[4,3-a]pyridin-6-yloxy]-1,2,3,4-tetrahydro-naphthalen-1-yl}-urea). Procedure details: A solution of Intermediate 61e (124 mg, 0.15 mmol) in DCM (1.5 mL) at 0° C. was treated with DIPEA (79 μL, 0.45 mmol) then methanesulfonyl chloride (23 μL, 0.30 mmol) and the mixture was stirred at RT for 1 h. The mixture was cooled to 0° C. and treated with another portion of DIPEA (40 μL, 0.23 mmol) and methanesulfonyl chloride (12 μL, 0.15 mmol) and stirred at RT for 30 min. The mixture was diluted with DCM and a saturated aqueous sodium bicarbonate solution. The layers were separated and the... Reaction SMILES: [C:1]([C:5]1[CH:6]=[C:7]([NH:29][C:30]([NH:32][C@@H:33]2[C:42]3[C:37](=[CH:38][CH:39]=[CH:40][CH:41]=3)[C@H:36]([O:43][C:44]3[CH:45]=[CH:46][C:47]4[N:48]([C:50]([N:53]5[CH2:58][CH2:57][CH2:56][CH2:55][C@@H:54]5[CH3:59])=[N:51][N:52]=4)[CH:49]=3)[CH2:35][CH2:34]2)=[O:31])[N:8]([C:10]2[CH:15]=[CH:14][C:13]([O:16][Si:17]([CH:24]([CH3:26])[CH3:25])([CH:21]([CH3:23])[CH3:22])[CH:18]([CH3:20])[CH3:19])=[C:12]([CH2:27]O)[CH:11]=2)[N:9]=1)([CH3:4])([CH3:3])[CH3:2].CCN(C(C)C)C(C)C.CS([Cl:73])(=O)=O.C(=O)(O)[O-].[Na+]>C(Cl)Cl>[C:1]([C:5]1[CH:6]=[C:7]([NH:29][C:30]([NH:32][C@@H:33]2[C:42]3[C:37](=[CH:38][CH:39]=[CH:40][CH:41]=3)[C@H:36]([O:43][C:44]3[CH:45]=[CH:46][C:47]4[N:48]([C:50]([N:53]5[CH2:58][CH2:57][CH2:56][CH2:55][C@@H:54]5[CH3:59])=[N:51][N:52]=4)[CH:49]=3)[CH2:35][CH2:34]2)=[O:31])[N:8]([C:10]2[CH:15]=[CH:14][C:13]([O:16][Si:17]([CH:24]([CH3:26])[CH3:25])([CH:21]([CH3:23])[CH3:22])[CH:18]([CH3:20])[CH3:19])=[C:12]([CH2:27][Cl:73])[CH:11]=2)[N:9]=1)([CH3:4])([CH3:3])[CH3:2] |f:3.4|. Solvent: C(Cl)Cl (DCM), C(Cl)Cl (DCM). Isolated yield 27.0%. Run at temperature 0 celsius, time 30 minute.